From a dataset of the Open Reaction Database (ORD), a public repository of structured organic reaction records. describe an organic reaction: reactants, conditions, products, and yield The reactants are COC(=O)CBr, O=C([O-])[O-], [K+], [K+], CN(C)C=O, OCCc1coc2c(O)cccc12. Yields the product COC(=O)COc1cccc2c(CCO)coc12. Reaction SMILES: [Br:14][CH2:15][C:16](=[O:17])[O:18][CH3:19].[C:20](=[O:21])([O-:22])[O-:23].[K+:24].[K+:25].[O:26]=[CH:27][N:28]([CH3:29])[CH3:30].[OH:1][c:2]1[cH:3][cH:4][cH:5][c:6]2[c:7]([CH2:11][CH2:12][OH:13])[cH:8][o:9][c:10]12>>[O:1]([c:2]1[cH:3][cH:4][cH:5][c:6]2[c:7]([CH2:11][CH2:12][OH:13])[cH:8][o:9][c:10]12)[CH2:15][C:16](=[O:17])[O:18][CH3:19]. The reactants are [N+](=O)([O-])C=CC1=CC=CC=C1 (Nitrostyrene), Cl.CON (O-methylhydroxylamine hydrochloride), C(O)([O-])=O.[Na+] (sodium hydrogen carbonate), C(C)(=O)OCC (ethyl acetate). Solvent: O1CCCC1 (tetrahydrofuran), O (water). Conditions: time 8 hour. Yields the product [N+](=O)([O-])CC(C=1OC=CC1)N (2-nitro-1-(2-furyl]ethylamine). Yield: 119.1%. As a reaction SMILES: [N+:1]([CH:4]=[CH:5][C:6]1C=CC=[CH:8][CH:7]=1)([O-:3])=[O:2].Cl.CO[NH2:15].[C:16](=[O:19])([O-])O.[Na+].C(OCC)(=O)C>O1CCCC1.O>[N+:1]([CH2:4][CH:5]([NH2:15])[C:6]1[O:19][CH:16]=[CH:8][CH:7]=1)([O-:3])=[O:2] |f:1.2,3.4|. Procedure details: To a solution of nitrostyrene 23 (14.9 g, 0.1 mol) in tetrahydrofuran (100 mL) was added solid O-methylhydroxylamine hydrochloride (9.2 g, 0.11 mol) and sodium hydrogen carbonate (9.24 g, 0.11 mol). The reaction mixture was diluted with water (25 mL) and stirred at room temperature overnight under argon. The reaction mixture was mixed with ethyl acetate (150 mL) and washed with water (1×50 mL). The aqueous layer was back washed with ethyl acetate (1×50 mL). The combined organic layers were washe... The reactants are [Li]CCCC, COc1cc(C)c(C=O)c(OC)c1OC, Cc1ccccc1, CCOCC, CC(C)NC(C)C, FC(F)(F)c1cnc(Cl)c(Cl)c1, O. Yields the product COc1cc(C)c(C(O)c2c(C(F)(F)F)cnc(Cl)c2Cl)c(OC)c1OC. As a reaction SMILES: [CH2:1]([Li:2])[CH2:3][CH2:4][CH3:5].[CH3:25][O:26][c:27]1[c:28]([CH:29]=[O:30])[c:31]([CH3:39])[cH:32][c:33]([O:37][CH3:38])[c:34]1[O:35][CH3:36].[CH3:41][c:42]1[cH:43][cH:44][cH:45][cH:46][cH:47]1.[CH3:48][CH2:49][O:50][CH2:51][CH3:52].[CH:6]([NH:7][CH:8]([CH3:9])[CH3:10])([CH3:11])[CH3:12].[Cl:13][c:14]1[n:15][cH:16][c:17]([C:21]([F:22])([F:23])[F:24])[cH:18][c:19]1[Cl:20].[OH2:40]>>[Cl:13][c:14]1[n:15][cH:16][c:17]([C:21]([F:22])([F:23])[F:24])[c:18]([CH:29]([c:28]2[c:27]([O:26][CH3:25])[c:34]([O:35][CH3:36])[c:33]([O:37][CH3:38])[cH:32][c:31]2[CH3:39])[OH:30])[c:19]1[Cl:20]. Reactants: C1(=CC=CC=C1)S(=O)(=O)Cl (benzenesulfonyl chloride), ice water, C(CCCCCC)C1=CC=C(C=C1)C=1C=NC(=NC1)[C@@H]1CC[C@H](CC1)C(=O)N (trans-4-[5-(p-n-heptylphenyl)-2-pyrimidinyl]cyclohexane carboxamide), N1=CC=CC=C1 (pyridine). Solvent: C(Cl)Cl (methylene chloride). Run at temperature 55 celsius. Yields the product C(CCCCCC)C1=CC=C(C=C1)C=1C=NC(=NC1)[C@@H]1CC[C@H](CC1)C#N (trans-4-[5-(p-n-heptylphenyl)-2-pyrimidinyl]cyclohexane carbonitrile). As a reaction SMILES: C1(S(Cl)(=O)=O)C=CC=CC=1.[CH2:11]([C:18]1[CH:23]=[CH:22][C:21]([C:24]2[CH:25]=[N:26][C:27]([C@H:30]3[CH2:35][CH2:34][C@H:33]([C:36]([NH2:38])=O)[CH2:32][CH2:31]3)=[N:28][CH:29]=2)=[CH:20][CH:19]=1)[CH2:12][CH2:13][CH2:14][CH2:15][CH2:16][CH3:17].N1C=CC=CC=1>C(Cl)Cl>[CH2:11]([C:18]1[CH:23]=[CH:22][C:21]([C:24]2[CH:29]=[N:28][C:27]([C@H:30]3[CH2:31][CH2:32][C@H:33]([C:36]#[N:38])[CH2:34][CH2:35]3)=[N:26][CH:25]=2)=[CH:20][CH:19]=1)[CH2:12][CH2:13][CH2:14][CH2:15][CH2:16][CH3:17]. Procedure details: 6.0 Ml. of benzenesulfonyl chloride are added dropwise while stirring to a suspension of 10.8 g. of trans-4-[5-(p-n-heptylphenyl)-2-pyrimidinyl]cyclohexane carboxamide in 150 ml. of pyridine. The mixture is then warmed to 55° C. for 2 hours in an oilbath. The mixture is poured into ice-water and the product is taken up in methylene chloride. The extract is washed successively with dilute hydrochloric acid, saturated sodium bicarbonate solution and water, dried over sodium sulfate and evaporated.... The reactants are C1(=C(C=CC=C1)N)N (1,2-phenylene diamine), C(CCC(=O)O)(=O)O (succinic acid). Run in Cl (hydrochloric acid). Product: C(CC1=NC2=C(N1)C=CC=C2)C2=NC1=C(N2)C=CC=C1 (2,2′-Ethane-1,2-diylbis(1H-benzimidazole)). RXN SMILES: [C:1]1([NH2:8])[CH:6]=[CH:5][CH:4]=[CH:3][C:2]=1[NH2:7].[C:9](O)(=O)[CH2:10][CH2:11][C:12](O)=O>Cl>[CH2:11]([C:12]1[NH:8][C:1]2[CH:6]=[CH:5][CH:4]=[CH:3][C:2]=2[N:7]=1)[CH2:10][C:9]1[NH:8][C:1]2[CH:6]=[CH:5][CH:4]=[CH:3][C:2]=2[N:7]=1. Reported procedure: To a flask were added 3 g of 1,2-phenylene diamine, 1.6 g of succinic acid, and 30 ml of 4M hydrochloric acid. The mixture was heated to reflux under nitrogen for 22 hours, and then cooled to 22 C. The solid was filtered, washed with a little water and dissolved in a warm mixture of 30 ml of acetone and 40 ml of water. Enough ammonium hydroxide was added to basify the mixture, and after cooling to 22 C, the product was filtered and washed with 20 ml of 50% acetone and dried, resulting in a light... Reactants: C1CCOC1, CCOC(=O)C(C)(C)Oc1ccc(Cl)cc1C1CC(=O)NC(c2cc(F)ccc2Cl)C12C(=O)Nc1cc(Cl)ccc12, [Na+], [OH-], O. Yields the product CC(C)(Oc1ccc(Cl)cc1C1CC(=O)NC(c2cc(F)ccc2Cl)C12C(=O)Nc1cc(Cl)ccc12)C(=O)O. Reaction SMILES: [CH2:45]1[O:46][CH2:47][CH2:48][CH2:49]1.[Cl:1][c:2]1[cH:3][cH:4][c:5]2[c:9]([cH:10]1)[NH:8][C:7](=[O:11])[C:6]21[CH:12]([c:34]2[c:35]([Cl:41])[cH:36][cH:37][c:38]([F:40])[cH:39]2)[NH:13][C:14](=[O:33])[CH2:15][CH:16]1[c:17]1[c:18]([O:24][C:25]([CH3:26])([CH3:27])[C:28](=[O:29])[O:30][CH2:31][CH3:32])[cH:19][cH:20][c:21]([Cl:23])[cH:22]1.[Na+:43].[OH-:42].[OH2:44]>>[Cl:1][c:2]1[cH:3][cH:4][c:5]2[c:9]([cH:10]1)[NH:8][C:7](=[O:11])[C:6]21[CH:12]([c:34]2[c:35]([Cl:41])[cH:36][cH:37][c:38]([F:40])[cH:39]2)[NH:13][C:14](=[O:33])[CH2:15][CH:16]1[c:17]1[c:18]([O:24][C:25]([CH3:26])([CH3:27])[C:28](=[O:29])[OH:30])[cH:19][cH:20][c:21]([Cl:23])[cH:22]1.